describe an organic reaction: reactants, conditions, products, and yield From a dataset of the Open Reaction Database (ORD), a public repository of structured organic reaction records. Reactants: CC(=O)C (acetone), COC(=O)C1=NC(=CC(=C1)Br)C(=O)OC (4-bromopyridine-2,6-dicarboxylic acid dimethyl ester), O1CCCC1 (tetrahydrofuran), [BH4-].[Na+] (sodium borohydride), CO (methanol). Conditions: temperature 0 celsius. Product: BrC1=CC(=NC(=C1)COC(C)=O)COC(C)=O (4-Bromo-2,6-di(acetoxymethyl)pyridine). As a reaction SMILES: COC([C:5]1[CH:10]=[C:9]([Br:11])[CH:8]=[C:7]([C:12]([O:14]C)=O)[N:6]=1)=O.[CH3:16][OH:17].[BH4-].[Na+].C[C:21]([CH3:23])=[O:22].[O:24]1CC[CH2:26][CH2:25]1>>[Br:11][C:9]1[CH:10]=[C:5]([CH2:16][O:17][C:25](=[O:24])[CH3:26])[N:6]=[C:7]([CH2:12][O:14][C:21](=[O:22])[CH3:23])[CH:8]=1 |f:2.3|. Procedure: 5 g of 4-bromopyridine-2,6-dicarboxylic acid dimethyl ester are dissolved in 175 ml of tetrahydrofuran at room temperature. Then 75 ml of methanol are added. The mixture is cooled to 0° C.; 3.44 g of sodium borohydride are added in portions over a period of 45 minutes and the mixture is allowed to rise to room temperature. After 1 hour 30 ml of acetone are added dropwise within a period of 10 minutes. The reaction mixture is heated under reflux for 1 hour. The reaction mixture is then concentrat...